Dataset: the Open Reaction Database (ORD), a public repository of structured organic reaction records. Task: describe an organic reaction: reactants, conditions, products, and yield The reactants are BrCCCBr, CCOC(=O)Cc1ccc(Cl)cc1I, [H-], [Na+], CN(C)C=O. The product is CCOC(=O)C1(c2ccc(Cl)cc2I)CCC1. RXN SMILES: [Br:17][CH2:18][CH2:19][CH2:20][Br:21].[Cl:1][c:2]1[cH:3][c:4]([I:14])[c:5]([CH2:8][C:9](=[O:10])[O:11][CH2:12][CH3:13])[cH:6][cH:7]1.[H-:16].[Na+:15].[O:22]=[CH:23][N:24]([CH3:25])[CH3:26]>>[Cl:1][c:2]1[cH:3][c:4]([I:14])[c:5]([C:8]2([C:9](=[O:10])[O:11][CH2:12][CH3:13])[CH2:18][CH2:19][CH2:20]2)[cH:6][cH:7]1. Starting materials: C1CCOC1, CO, Cl, CCOC(=O)C1(c2cc(F)cc(OCc3ccc(-n4ccnc4C)cc3)c2)CCOCC1, [Li+], [OH-]. Yields the product Cc1nccn1-c1ccc(COc2cc(F)cc(C3(C(=O)O)CCOCC3)c2)cc1. RXN SMILES: [CH2:38]1[O:39][CH2:40][CH2:41][CH2:42]1.[CH3:35][OH:36].[ClH:37].[F:1][c:2]1[cH:3][c:4]([O:19][CH2:20][c:21]2[cH:22][cH:23][c:24](-[n:27]3[c:28]([CH3:32])[n:29][cH:30][cH:31]3)[cH:25][cH:26]2)[cH:5][c:6]([C:8]2([C:14](=[O:15])[O:16][CH2:17][CH3:18])[CH2:9][CH2:10][O:11][CH2:12][CH2:13]2)[cH:7]1.[Li+:33].[OH-:34]>>[F:1][c:2]1[cH:3][c:4]([O:19][CH2:20][c:21]2[cH:22][cH:23][c:24](-[n:27]3[c:28]([CH3:32])[n:29][cH:30][cH:31]3)[cH:25][cH:26]2)[cH:5][c:6]([C:8]2([C:14](=[O:15])[OH:16])[CH2:9][CH2:10][O:11][CH2:12][CH2:13]2)[cH:7]1. Reactants: C(CCCCCCCCCCC)C=1N=NN(N1)CC(=O)O (5-dodecyl-2H-tetrazole-2-acetic acid), C(C)(C)C1=C(N)C(=CC=C1)C(C)C (2,6-diisopropylaniline), C(CCCCCCCCC)C=1N=NN(N1)CC(=O)O (5-decyl-2H-tetrazole-2-acetic acid), COC1=C(N)C(=CC(=C1)OC)OC (2,4,6-trimethoxyaniline). The product is C(CCCCCCCCCCC)C=1N=NN(N1)CC(=O)NC1=C(C=C(C=C1OC)OC)OC (5-dodecyl-N-(2,4,6-trimethoxyphenyl)-2H-tetrazole-2-acetamide). RXN SMILES: [CH2:1]([C:13]1[N:14]=[N:15][N:16]([CH2:18][C:19]([OH:21])=O)[N:17]=1)[CH2:2][CH2:3][CH2:4][CH2:5][CH2:6][CH2:7][CH2:8][CH2:9][CH2:10][CH2:11][CH3:12].C(C1N=NN(CC(O)=O)N=1)CCCCCCCCC.[CH3:41][O:42][C:43]1[CH:49]=[C:48]([O:50][CH3:51])[CH:47]=[C:46]([O:52][CH3:53])[C:44]=1[NH2:45].C(C1C=CC=C(C(C)C)C=1N)(C)C>>[CH2:1]([C:13]1[N:14]=[N:15][N:16]([CH2:18][C:19]([NH:45][C:44]2[C:46]([O:52][CH3:53])=[CH:47][C:48]([O:50][CH3:51])=[CH:49][C:43]=2[O:42][CH3:41])=[O:21])[N:17]=1)[CH2:2][CH2:3][CH2:4][CH2:5][CH2:6][CH2:7][CH2:8][CH2:9][CH2:10][CH2:11][CH3:12]. Procedure details: When in the general procedure of Example 88 an appropriate amount of 5-dodecyl-2H-tetrazole-2-acetic acid was substituted for 5-decyl-2H-tetrazole-2-acetic acid and 2,4,6-trimethoxyaniline was substituted for 2,6-diisopropylaniline, the title compound was obtained, mp 144°-146° C. The reactants are CC(C)(O)C#CBr, C#Cc1ccc(OC)cc1, CC(C)N, CO, Cl[Cu], [Cu+2]. Yields the product COc1ccc(C#CC#CC(C)(C)O)cc1. Reaction SMILES: [Br:11][C:12]#[C:13][C:14]([CH3:15])([CH3:16])[OH:17].[C:1](#[CH:2])[c:3]1[cH:4][cH:5][c:6]([O:9][CH3:10])[cH:7][cH:8]1.[CH3:18][CH:19]([NH2:20])[CH3:21].[CH3:22][OH:23].[Cl:24][Cu:25].[Cu+2:26]>>[C:1](#[C:2][C:12]#[C:13][C:14]([CH3:15])([CH3:16])[OH:17])[c:3]1[cH:4][cH:5][c:6]([O:9][CH3:10])[cH:7][cH:8]1. Starting materials: ClC1=NC=C(C(N1)=O)F (2-chloro-5-fluoro-3H-pyrimidin-4-one), BrC1=C(CBr)C=CC=C1 (2-bromobenzyl bromide). Product: BrC1=C(CN2C(=NC=C(C2=O)F)Cl)C=CC=C1 (3-(2-Bromo-benzyl)-2-chloro-5-fluoro-3H-pyrimidin-4-one). Yield: 11.0%. As a reaction SMILES: [Cl:1][C:2]1[NH:7][C:6](=[O:8])[C:5]([F:9])=[CH:4][N:3]=1.[Br:10][C:11]1[CH:18]=[CH:17][CH:16]=[CH:15][C:12]=1[CH2:13]Br>>[Br:10][C:11]1[CH:18]=[CH:17][CH:16]=[CH:15][C:12]=1[CH2:13][N:7]1[C:6](=[O:8])[C:5]([F:9])=[CH:4][N:3]=[C:2]1[Cl:1]. Reported procedure: The title compound was prepared in 11% yield from 2-chloro-5-fluoro-3H-pyrimidin-4-one and 2-bromobenzyl bromide according to the procedure for Example 1B. 1H NMR (400 MHz, CDCl3): δ7.82 (d, 1H, J=1.2 Hz), 7.62 (dd, 1H, J=7.6, 1.2 Hz), 7.17-7.30 (m, 2H), 6.78 (d, 1H, J=7.6 Hz), 5.52 (s, 2H). MS (ES) [m+H] calc'd for C11H7N2OFClBr, 317, 319; found 317, 319.